This data is from the Open Reaction Database (ORD), a public repository of structured organic reaction records. The task is: describe an organic reaction: reactants, conditions, products, and yield The reactants are O=C(CC1=CC=C(C(=O)OC)C=C1)C=1C=NC=CC1 (methyl 4-[2-oxo-2-(3-pyridyl)ethyl]benzoate), C(=O)[O-].[NH4+] (ammonium formate). Solvent: O (water). Product: C(=O)NC(CC1=CC=C(C(=O)OC)C=C1)C=1C=NC=CC1 (methyl 4-[2-formamido-2-(3-pyridyl)ethyl]benzoate). Yield: 36.4%. RXN SMILES: O=[C:2]([C:14]1[CH:15]=[N:16][CH:17]=[CH:18][CH:19]=1)[CH2:3][C:4]1[CH:13]=[CH:12][C:7]([C:8]([O:10][CH3:11])=[O:9])=[CH:6][CH:5]=1.[CH:20]([O-:22])=O.[NH4+:23]>O>[CH:20]([NH:23][CH:2]([C:14]1[CH:15]=[N:16][CH:17]=[CH:18][CH:19]=1)[CH2:3][C:4]1[CH:13]=[CH:12][C:7]([C:8]([O:10][CH3:11])=[O:9])=[CH:6][CH:5]=1)=[O:22] |f:1.2|. Reported procedure: To 2.00 g of methyl 4-[2-oxo-2-(3-pyridyl)ethyl]benzoate was added 14.8 g of ammonium formate, for reaction at 150° C. for four hours, and followed by addition of water after cooling and extraction with chloroform. The organic phase was washed in saturated aqueous sodium chloride solution, dried over magnesium sulfate, followed by distillation of the solvent, to produce the residue. The residue was subjected to chromatography on a silica gel column, which was then eluted with chloroform-methanol... The reactants are C(C)OC(C1=CC(=C(C=C1)I)[N+](=O)[O-])=O (ethyl4-iodo-3nitrobenzoate), C(C)OC(C1=CC(=C(C=C1)I)[N+](=O)[O-])=O (ethyl4-iodo-3nitrobenzoate), [Sn](Cl)Cl (tin(II) chloride). The solvent is C(C)(=O)OCC (ethyl acetate). Conditions: temperature 85 celsius. Product: NC=1C=C(C(=O)OCC)C=CC1I (Ethyl 3-Amino-4-iodobenzoate). RXN SMILES: [CH2:1]([O:3][C:4](=[O:15])[C:5]1[CH:10]=[CH:9][C:8]([I:11])=[C:7]([N+:12]([O-])=O)[CH:6]=1)[CH3:2].[Sn](Cl)Cl>C(OCC)(=O)C>[NH2:12][C:7]1[CH:6]=[C:5]([CH:10]=[CH:9][C:8]=1[I:11])[C:4]([O:3][CH2:1][CH3:2])=[O:15]. Procedure: To a solution of ethyl4-iodo-3nitrobenzoate (Compound 30, 9.45 g, 29.4 mmol) in ethyl acetate (200 ml) and tin(II) chloride dehydrate (33.1 g, 147 mmol). Reaction was heated to 85° C. for 1 h, cooled to 25° C., quenched with NaHCO3(S), filtered off white solid, and then organic layer was concentrated in vacuo. The residue was purified by chromatography on silica gel (0→50% EtOAc-hexanes) to yield the title compound as a light yellow solid.